Dataset: the Open Reaction Database (ORD), a public repository of structured organic reaction records. Task: describe an organic reaction: reactants, conditions, products, and yield Reactants: solution, CC(C)([O-])C.[K+] (potassium t-butoxide), C1CCOC1 (THF), COC1=CC=C(CCl)C=C1 (4-methoxybenzyl chloride), solution, [F-].C(CCC)[N+](CCCC)(CCCC)CCCC (tetrabutylammonium fluoride), C1CCOC1 (THF), C(C)(C)(C)[Si](OC1=C(C=C(C=C1C)C1(C(NC2=CC=CC=C12)=O)C1=CC(=C(C(=C1)C)O[Si](C)(C)C(C)(C)C)C)C)(C)C (3,3-bis-[4-(tert-butyl-dimethyl-silanyloxy)-3,5-dimethyl-phenyl]-1,3-dihydro-indol-2-one). The solvent is O (water), CN(C)C=O (DMF). Reaction conditions: time 5 minute. Product: OC1=C(C=C(C=C1C)C1(C(N(C2=CC=CC=C12)CC1=CC=C(C=C1)OC)=O)C1=CC(=C(C(=C1)C)O)C)C (3,3-Bis-(4-hydroxy-3,5-dimethyl-phenyl)-1-(4-methoxy-benzyl)-1,3-dihydro-indol-2-one). The yield is 130.5%. RXN SMILES: C([Si](C)(C)[O:6][C:7]1[C:12]([CH3:13])=[CH:11][C:10]([C:14]2([C:24]3[CH:29]=[C:28]([CH3:30])[C:27]([O:31][Si](C(C)(C)C)(C)C)=[C:26]([CH3:39])[CH:25]=3)[C:22]3[C:17](=[CH:18][CH:19]=[CH:20][CH:21]=3)[NH:16][C:15]2=[O:23])=[CH:9][C:8]=1[CH3:40])(C)(C)C.CC(C)([O-])C.[K+].C1COCC1.[CH3:54][O:55][C:56]1[CH:63]=[CH:62][C:59]([CH2:60]Cl)=[CH:58][CH:57]=1.[F-].C([N+](CCCC)(CCCC)CCCC)CCC>CN(C=O)C.O>[OH:31][C:27]1[C:26]([CH3:39])=[CH:25][C:24]([C:14]2([C:10]3[CH:9]=[C:8]([CH3:40])[C:7]([OH:6])=[C:12]([CH3:13])[CH:11]=3)[C:22]3[C:17](=[CH:18][CH:19]=[CH:20][CH:21]=3)[N:16]([CH2:60][C:59]3[CH:62]=[CH:63][C:56]([O:55][CH3:54])=[CH:57][CH:58]=3)[C:15]2=[O:23])=[CH:29][C:28]=1[CH3:30] |f:1.2,5.6|. Reported procedure: Dissolve 3,3-bis-[4-(tert-butyl-dimethyl-silanyloxy)-3,5-dimethyl-phenyl]-1,3-dihydro-indol-2-one (150 mg, 0.25 mmol) in anhydrous DMF (1.5 mL) under nitrogen. Add slowly a 1M solution of potassium t-butoxide in THF (0.260 mL, 0.260 mmol). Stir 5 min and add 4-methoxybenzyl chloride (0.037 mL, 0.275 mmol). After 1 h add a 1M solution of tetrabutylammonium fluoride in THF (0.625 mL, 0.625 mmol) and stir 2 h. Dilute with water (10 mL) and extract with ethyl acetate (3×15 mL). Wash combined organic... Starting materials: OC1=CC=C(C=C1)C(C)(C)C1=CC=C(C=C1)O (bisphenol A), C(OC)(OCC1OC(OC1)=O)=O (methyl 2-oxo-1,3-dioxolan-4-ylmethyl carbonate), [F-].[K+] (KF), C(CCC)OCCO (2-(n-butoxy)ethanol), [Al] (aluminum). The product is CC(=C1C=CC=CC1C2=CC=C(C=C2)OCC(CO)O)C (phenoxy resin). Run at temperature 170 celsius. Run in resin. As a reaction SMILES: O[C:2]1[CH:7]=[CH:6][C:5]([C:8]([C:11]2[CH:16]=[CH:15][C:14]([OH:17])=[CH:13][CH:12]=2)([CH3:10])C)=[CH:4][CH:3]=1.C(=O)([O:21][CH2:22][CH:23]1[CH2:27]OC(=O)[O:24]1)OC.[F-].[K+].[CH2:32](OCCO)CCC.[Al]>>[CH3:32][C:4]([CH3:3])=[C:5]1[CH:8]([C:11]2[CH:12]=[CH:13][C:14]([O:17][CH2:27][CH:23]([OH:24])[CH2:22][OH:21])=[CH:15][CH:16]=2)[CH:10]=[CH:2][CH:7]=[CH:6]1 |f:2.3|. Procedure: A mixture of 5.58 g (0.03 mole) of bisphenol A, 5.28 g (0.03 mole) of methyl 2-oxo-1,3-dioxolan-4-ylmethyl carbonate, 0.174 g (0.003 mole) of KF, and 5 ml of 2-(n-butoxy)ethanol is placed in a 50-ml resin pot equipped with a mechanical stirrer and a distillation head and warmed with stirring to 170° C. After heating at 170° C. for 4 hours, the gas evolution appeared to cease and the reaction mixture becomes viscous. The hot reaction mixture is poured into 8 aluminum cups and the solvent is evapo... The yield is 90.0%. The reactants are CC(Nc1ccccc1C#N)C(=O)O, O=C([O-])[O-], CCCCCC[N-]CCCCCC, CN(C)C=O, O=[N+]([O-])c1ccccc1F, [K+], [K+], O. Yields the product CC(C(=O)O)N(c1ccccc1C#N)c1ccccc1[N+](=O)[O-], CCCCCC[N-]CCCCCC. Reaction SMILES: [C:1](#[N:2])[c:3]1[c:4]([NH:9][CH:10]([CH3:11])[C:12](=[O:13])[OH:14])[cH:5][cH:6][cH:7][cH:8]1.[C:38](=[O:39])([O-:40])[O-:41].[CH2:15]([CH2:16][CH2:17][CH2:18][CH2:19][CH3:20])[N-:21][CH2:22][CH2:23][CH2:24][CH2:25][CH2:26][CH3:27].[CH3:45][N:46]([CH3:47])[CH:48]=[O:49].[F:28][c:29]1[c:30]([N+:35](=[O:36])[O-:37])[cH:31][cH:32][cH:33][cH:34]1.[K+:42].[K+:43].[OH2:44]>>[C:1](#[N:2])[c:3]1[c:4]([N:9]([CH:10]([CH3:11])[C:12](=[O:13])[OH:14])[c:29]2[c:30]([N+:35](=[O:36])[O-:37])[cH:31][cH:32][cH:33][cH:34]2)[cH:5][cH:6][cH:7][cH:8]1.[CH2:15]([CH2:16][CH2:17][CH2:18][CH2:19][CH3:20])[N-:21][CH2:22][CH2:23][CH2:24][CH2:25][CH2:26][CH3:27].